Dataset: the Open Reaction Database (ORD), a public repository of structured organic reaction records. Task: describe an organic reaction: reactants, conditions, products, and yield Starting materials: C(=O)(O)[O-].[Na+] (NaHCO3), C(C)=O (Acetaldehyde), Cl.C(C1=CC=CC=C1)OC1=CC(N(C=C1)C=1C=CC=2C3=C(N(C2C1)C)CCCNC3)=O (4-(benzyloxy)-1-(6-methyl-1,2,3,4,5,6-hexahydroazepino[4,3-b]indol-8-yl)pyridin-2(1H)-one hydrochloride), C(C)=O (acetaldehyde). Run in C(Cl)Cl.CC(=O)O (CH2Cl2 AcOH). Reaction conditions: time 2 hour. The product is C(C1=CC=CC=C1)OC1=CC(N(C=C1)C=1C=CC=2C3=C(N(C2C1)C)CCCN(C3)CC)=O (4-(Benzyloxy)-1-(2-ethyl-6-methyl-1,2,3,4,5,6-hexahydroazepino[4,3-b]indol-8-yl)pyridin-2(1H)-one). The yield is 44.2%. RXN SMILES: [CH:1](=O)[CH3:2].Cl.[CH2:5]([O:12][C:13]1[CH:18]=[CH:17][N:16]([C:19]2[CH:20]=[CH:21][C:22]3[C:23]4[CH2:33][NH:32][CH2:31][CH2:30][CH2:29][C:24]=4[N:25]([CH3:28])[C:26]=3[CH:27]=2)[C:15](=[O:34])[CH:14]=1)[C:6]1[CH:11]=[CH:10][CH:9]=[CH:8][CH:7]=1.C([O-])(O)=O.[Na+]>C(Cl)Cl.CC(O)=O>[CH2:5]([O:12][C:13]1[CH:18]=[CH:17][N:16]([C:19]2[CH:20]=[CH:21][C:22]3[C:23]4[CH2:33][N:32]([CH2:1][CH3:2])[CH2:31][CH2:30][CH2:29][C:24]=4[N:25]([CH3:28])[C:26]=3[CH:27]=2)[C:15](=[O:34])[CH:14]=1)[C:6]1[CH:7]=[CH:8][CH:9]=[CH:10][CH:11]=1 |f:1.2,3.4,5.6|. Procedure: Acetaldehyde (50 μL, 0.88 mmol) and picoline borane complex (47 mg, 0.43 mmol) were added to a suspension of 4-(benzyloxy)-1-(6-methyl-1,2,3,4,5,6-hexahydroazepino[4,3-b]indol-8-yl)pyridin-2(1H)-one hydrochloride (64 mg, 0.18 mmol) in 10:1 CH2Cl2/AcOH (5.0 mL), and the resulting solution was stirred at ambient temperature for 2 h. Additional acetaldehyde (50 μL, 0.88 mmol) was added to the solution, and the resulting mixture was stirred for 18 h. The mixture was neutralized with saturated NaHCO3... Starting materials: C=CCCn1c(-c2ccccc2C=C)c(C2CCCCC2)c2ccc(C(=O)OC)cc21, COc1ccc2c(c1)CN(C)CCn1c-2c(C2CCCCC2)c2ccc(C(=O)O)cc21, ClCCl. The product is COC(=O)c1ccc2c(C3CCCCC3)c3n(c2c1)CCC=Cc1ccccc1-3. Reaction SMILES: [CH2:1]([CH2:2][CH:3]=[CH2:4])[n:5]1[c:6](-[c:24]2[c:25]([CH:30]=[CH2:31])[cH:26][cH:27][cH:28][cH:29]2)[c:7]([CH:18]2[CH2:19][CH2:20][CH2:21][CH2:22][CH2:23]2)[c:8]2[cH:9][cH:10][c:11]([C:14](=[O:15])[O:16][CH3:17])[cH:12][c:13]12.[CH:35]1([c:36]2[c:37]3[cH:38][cH:39][c:40]([C:41]([OH:42])=[O:43])[cH:44][c:45]3[n:46]3[c:60]2-[c:59]2[c:52]([cH:53][c:54]([O:55][CH3:56])[cH:57][cH:58]2)[CH2:51][N:49]([CH3:50])[CH2:48][CH2:47]3)[CH2:61][CH2:62][CH2:63][CH2:64][CH2:65]1.[Cl:32][CH2:33][Cl:34]>>[CH2:1]1[CH2:2][CH:31]=[CH:30][c:25]2[c:24]([cH:29][cH:28][cH:27][cH:26]2)-[c:6]2[n:5]1[c:13]1[c:8]([c:7]2[CH:18]2[CH2:19][CH2:20][CH2:21][CH2:22][CH2:23]2)[cH:9][cH:10][c:11]([C:14](=[O:15])[O:16][CH3:17])[cH:12]1. The reactants are Br.Br.C(C1=CC=CC=C1)N1[C@@H]2CN[C@H](C1)C2 ((1S,4S)-2-benzyl-2,5-diazabicyclo[2.2.1]heptane dihydrobromide), CN(C)C(=[N+](C)C)ON1C2=C(C=CC=C2)N=N1.[B-](F)(F)(F)F (TBTU), CCN(C(C)C)C(C)C (DIEA), C1(CC1)COC1=C(C=CC(=N1)C(=O)O)N1CC(C1)(F)F (6-cyclopropylmethoxy-5-(3,3-difluoro-azetidin-1-yl)-pyridine-2-carboxylic acid). The product is C(C1=CC=CC=C1)N1[C@@H]2CN([C@H](C1)C2)C(=O)C2=NC(=C(C=C2)N2CC(C2)(F)F)OCC2CC2 (((1S,4S)-5-Benzyl-2,5-diaza-bicyclo[2.2.1]hept-2-yl)-[6-cyclopropylmethoxy-5-(3,3-difluoro-azetidin-1-yl)-pyridin-2-yl]-methanone). As a reaction SMILES: [CH:1]1([CH2:4][O:5][C:6]2[N:11]=[C:10]([C:12]([OH:14])=O)[CH:9]=[CH:8][C:7]=2[N:15]2[CH2:18][C:17]([F:20])([F:19])[CH2:16]2)[CH2:3][CH2:2]1.Br.Br.[CH2:23]([N:30]1[CH2:35][C@@H:34]2[CH2:36][C@H:31]1[CH2:32][NH:33]2)[C:24]1[CH:29]=[CH:28][CH:27]=[CH:26][CH:25]=1.CN(C(ON1N=NC2C=CC=CC1=2)=[N+](C)C)C.[B-](F)(F)(F)F.CCN(C(C)C)C(C)C>>[CH2:23]([N:30]1[CH2:35][C@@H:34]2[CH2:36][C@H:31]1[CH2:32][N:33]2[C:12]([C:10]1[CH:9]=[CH:8][C:7]([N:15]2[CH2:18][C:17]([F:20])([F:19])[CH2:16]2)=[C:6]([O:5][CH2:4][CH:1]2[CH2:2][CH2:3]2)[N:11]=1)=[O:14])[C:24]1[CH:25]=[CH:26][CH:27]=[CH:28][CH:29]=1 |f:1.2.3,4.5|. Procedure: In analogy to the procedure described in Example 47 b), 6-cyclopropylmethoxy-5-(3,3-difluoro-azetidin-1-yl)-pyridine-2-carboxylic acid (Example 1 b)) was reacted with (1S,4S)-2-benzyl-2,5-diazabicyclo[2.2.1]heptane dihydrobromide (116258-17-4) in the presence of TBTU and DIEA to obtain the title compound as colorless oil; MS (EI): m/e=455.7 [MH+]. Reactants: N1=CNC(C2=C1NC=C2)=O (3,7-Dihydro-pyrrolo[2,3-d]pyrimidin-4-one), P(=O)(Cl)(Cl)Cl (phosphorus oxychloride). The product is ClC=1C2=C(N=CN1)NC=C2 (4-chloro-7H-pyrrolo[2,3-d]pyrimidine). Yield: 70.0%. As a reaction SMILES: [N:1]1[C:6]2[NH:7][CH:8]=[CH:9][C:5]=2[C:4](=O)[NH:3][CH:2]=1.P(Cl)(Cl)([Cl:13])=O>>[Cl:13][C:4]1[C:5]2[CH:9]=[CH:8][NH:7][C:6]=2[N:1]=[CH:2][N:3]=1. Reported procedure: 3,7-Dihydro-pyrrolo[2,3-d]pyrimidin-4-one (60 mg, 0.45 mmol) was reacted with 3.0 mL of phosphorus oxychloride to give 49 mg (70%) of 4-chloro-7H-pyrrolo[2,3-d]pyrimidine as an off-white solid. 1H NMR (300 MHz, DMSO-d6) δ 12.57 (s, br, 1H, NH), 8.58 (s, 1H), 7.68 (dd, J=2.53, 3.36 Hz, 1H), and 6.59 (dd, J=1.86, 3.36 Hz, 1H). MS m/e 153 [M-1]+. The reactants are CC1=CC2=C(SCC(C2=O)CC(=O)O)S1 (2-methyl-4-oxo-5,6-dihydro-4H-thieno[2,3-b]thiopyran-5-acetic acid), ClC1=CC=C(C=C1)NN (4-chlorophenylhydrazine). Run in C(C)O (ethanol). Product: ClC1=CC=C(C=C1)N1N=C2C(CC1=O)CSC1=C2C=C(S1)C (2-(4-chlorophenyl)-8-methyl-4a,5-dihydro-2H-thieno[2',3':2,3]thiopyrano[4,5-c]pyridazin-3(4H)-one). The yield is 46.3%. RXN SMILES: [CH3:1][C:2]1[S:15][C:5]2[S:6][CH2:7][CH:8]([CH2:11][C:12]([OH:14])=O)[C:9](=O)[C:4]=2[CH:3]=1.[Cl:16][C:17]1[CH:22]=[CH:21][C:20]([NH:23][NH2:24])=[CH:19][CH:18]=1>C(O)C>[Cl:16][C:17]1[CH:22]=[CH:21][C:20]([N:23]2[C:12](=[O:14])[CH2:11][CH:8]3[CH2:7][S:6][C:5]4[S:15][C:2]([CH3:1])=[CH:3][C:4]=4[C:9]3=[N:24]2)=[CH:19][CH:18]=1. Reported procedure: A mixture of 3.0 g of 2-methyl-4-oxo-5,6-dihydro-4H-thieno[2,3-b]thiopyran-5-acetic acid and 2.0 g of 4-chlorophenylhydrazine in 50 ml of ethanol is refluxed under heating for 9 hours. After cooling, the mixture is concentrated under reduced pressure, the residue is subjected to column chromatography on silica gel and eluted with chloroform. The crystals obtained from the fraction are recrystallized from a mixed solvent of chloroform and ethanol to give 2.0 g of 2-(4-chlorophenyl)-8-methyl-4a,5-... The reactants are B#B (diborane), CC1=C(OC2=C1C=C(C=C2)[N+](=O)[O-])C(=O)O (3-methyl-5-nitrobenzofuran-2carboxylic acid), CO (Methanol), B#B (diborane). Solvent: O1CCCC1 (tetrahydrofuran), O1CCCC1 (tetrahydrofuran). Reaction conditions: time 30 minute. Product: OCC=1OC2=C(C1C)C=C(C=C2)[N+](=O)[O-] (2-Hydroxymethyl-3-methyl-5-nitrobenzofuran). Reaction SMILES: B#B.[CH3:3][C:4]1[C:8]2[CH:9]=[C:10]([N+:13]([O-:15])=[O:14])[CH:11]=[CH:12][C:7]=2[O:6][C:5]=1[C:16](O)=[O:17].CO>O1CCCC1>[OH:17][CH2:16][C:5]1[O:6][C:7]2[CH:12]=[CH:11][C:10]([N+:13]([O-:15])=[O:14])=[CH:9][C:8]=2[C:4]=1[CH3:3]. Procedure: 1 Molar diborane in tetrahydrofuran (18.0 ml, 18.0 mmole) was added dropwise to a suspension of 3-methyl-5-nitrobenzofuran-2carboxylic acid (1.1 g, 5 mmole) in tetrahydrofuran at 0°. Stirring was continued at 0° for 30 minutes then at room temperature for 18 hours when a second portion of diborane (5.0 ml) was added and the reaction mixture was subjected to ultrasound for 2.5 hours. Methanol was then added cautiously to the reaction mixture and the solvent was removed by evaporation. The residue... Yields the product CC(C)c1cc(C(C)C)c(S(=O)(=O)NCCCCC(NC(=O)OCC2c3ccccc3-c3ccccc32)C(=O)O)c(C(C)C)c1. Starting materials: CC(C)c1cc(C(C)C)c(S(=O)(=O)Cl)c(C(C)C)c1, NCCCCC(NC(=O)OCC1c2ccccc2-c2ccccc21)C(=O)O. Reaction SMILES: [CH:28]([CH3:29])([CH3:30])[c:31]1[c:32]([S:43](=[O:44])(=[O:45])[Cl:46])[c:33]([CH:40]([CH3:41])[CH3:42])[cH:34][c:35]([CH:37]([CH3:38])[CH3:39])[cH:36]1.[cH:1]1[cH:2][cH:3][cH:4][c:5]2[c:13]1[CH:12]([CH2:14][O:15][C:16](=[O:17])[NH:18][CH:19]([CH2:20][CH2:21][CH2:22][CH2:23][NH2:24])[C:25](=[O:26])[OH:27])[c:11]1[c:6]-2[cH:7][cH:8][cH:9][cH:10]1>>[cH:1]1[cH:2][cH:3][cH:4][c:5]2[c:13]1[CH:12]([CH2:14][O:15][C:16](=[O:17])[NH:18][CH:19]([CH2:20][CH2:21][CH2:22][CH2:23][NH:24][S:43]([c:32]1[c:31]([CH:28]([CH3:29])[CH3:30])[cH:36][c:35]([CH:37]([CH3:38])[CH3:39])[cH:34][c:33]1[CH:40]([CH3:41])[CH3:42])(=[O:44])=[O:45])[C:25](=[O:26])[OH:27])[c:11]1[c:6]-2[cH:7][cH:8][cH:9][cH:10]1. Starting materials: CN(C)c1ncc(C2CCC(=O)CC2)cn1, O=C(CNC(=O)c1cccc(C(F)(F)F)c1)NC1CNC1. RXN SMILES: [CH3:1][N:2]([c:3]1[n:4][cH:5][c:6]([CH:9]2[CH2:10][CH2:11][C:12](=[O:15])[CH2:13][CH2:14]2)[cH:7][n:8]1)[CH3:16].[NH:17]1[CH2:18][CH:19]([NH:21][C:22](=[O:23])[CH2:24][NH:25][C:26]([c:27]2[cH:28][c:29]([C:33]([F:34])([F:35])[F:36])[cH:30][cH:31][cH:32]2)=[O:37])[CH2:20]1>>[CH3:1][N:2]([c:3]1[n:4][cH:5][c:6]([CH:9]2[CH2:10][CH2:11][CH:12]([N:17]3[CH2:18][CH:19]([NH:21][C:22](=[O:23])[CH2:24][NH:25][C:26]([c:27]4[cH:28][c:29]([C:33]([F:34])([F:35])[F:36])[cH:30][cH:31][cH:32]4)=[O:37])[CH2:20]3)[CH2:13][CH2:14]2)[cH:7][n:8]1)[CH3:16]. Product: CN(C)c1ncc(C2CCC(N3CC(NC(=O)CNC(=O)c4cccc(C(F)(F)F)c4)C3)CC2)cn1. Reactants: CCC(C)CBr, CCCCCC, I, [Mg], C1CCOC1, Cl[Si](Cl)(Cl)c1ccccc1. The product is CCC(C)C[Si](Cl)(Cl)c1ccccc1. As a reaction SMILES: [Br:3][CH2:4][CH:5]([CH2:6][CH3:7])[CH3:8].[CH3:24][CH2:25][CH2:26][CH2:27][CH2:28][CH3:29].[I:2].[Mg:1].[O:19]1[CH2:20][CH2:21][CH2:22][CH2:23]1.[c:9]1([Si:15]([Cl:16])([Cl:17])[Cl:18])[cH:10][cH:11][cH:12][cH:13][cH:14]1>>[CH2:4]([CH:5]([CH2:6][CH3:7])[CH3:8])[Si:15]([c:9]1[cH:10][cH:11][cH:12][cH:13][cH:14]1)([Cl:16])[Cl:17]. Reactants: CCOC(C)=O, ClCCl, Cc1nc(S(=O)CC(N)=O)ncc1C(=O)Nc1ccc(F)cc1, CN(C)C=O, O=C(OO)c1cccc(Cl)c1. Yields the product Cc1nc(S(=O)(=O)CC(N)=O)ncc1C(=O)Nc1ccc(F)cc1. RXN SMILES: [CH3:43][CH2:44][O:45][C:46](=[O:47])[CH3:48].[Cl:40][CH2:41][Cl:42].[F:1][c:2]1[cH:3][cH:4][c:5]([NH:8][C:9](=[O:10])[c:11]2[c:12]([CH3:23])[n:13][c:14]([S:17](=[O:18])[CH2:19][C:20]([NH2:21])=[O:22])[n:15][cH:16]2)[cH:6][cH:7]1.[O:35]=[CH:36][N:37]([CH3:38])[CH3:39].[OH:24][O:25][C:26]([c:27]1[cH:28][c:29]([Cl:30])[cH:31][cH:32][cH:33]1)=[O:34]>>[F:1][c:2]1[cH:3][cH:4][c:5]([NH:8][C:9](=[O:10])[c:11]2[c:12]([CH3:23])[n:13][c:14]([S:17](=[O:18])([CH2:19][C:20]([NH2:21])=[O:22])=[O:24])[n:15][cH:16]2)[cH:6][cH:7]1.